describe an organic reaction: reactants, conditions, products, and yield From a dataset of the Open Reaction Database (ORD), a public repository of structured organic reaction records. The reactants are O=C([O-])[O-], CC(=O)O, ClCCl, Cl, CCCCC1(CCC(=O)CCC)Cc2c(cc(F)c(N)c2F)C1=O, [Na+], [Na+]. Yields the product CCCCC12CCC(=O)C(CC)=C1c1cc(F)c(N)c(F)c1C2. Reaction SMILES: [C:30](=[O:31])([O-:32])[O-:33].[CH3:25][C:26](=[O:27])[OH:28].[Cl:36][CH2:37][Cl:38].[ClH:29].[NH2:1][c:2]1[c:3]([F:24])[c:4]2[c:8]([cH:9][c:10]1[F:11])[C:7](=[O:12])[C:6]([CH2:13][CH2:14][C:15]([CH2:16][CH2:17][CH3:18])=[O:19])([CH2:20][CH2:21][CH2:22][CH3:23])[CH2:5]2.[Na+:34].[Na+:35]>>[NH2:1][c:2]1[c:3]([F:24])[c:4]2[c:8]([cH:9][c:10]1[F:11])[C:7]1=[C:16]([CH2:17][CH3:18])[C:15](=[O:19])[CH2:14][CH2:13][C:6]1([CH2:20][CH2:21][CH2:22][CH3:23])[CH2:5]2. The reactants are BrC=1C=C(C=CC1C)C(=O)C1OC1(C)C ((3-bromo-4-methylphenyl)(3,3-dimethyloxiran-2-yl)methanone), Cl.NO (hydroxylamine hydrochloride), CO (methanol), N1=CC=CC=C1 (pyridine). Run at time 10 minute. Yields the product BrC=1C=C(C=CC1C)C1=NOC(C1O)(C)C (3-(3-bromo-4-methylphenyl)-5,5-dimethyl-4,5-dihydroisoxazol-4-ol). RXN SMILES: [Br:1][C:2]1[CH:3]=[C:4]([C:9](C2C(C)(C)O2)=O)[CH:5]=[CH:6][C:7]=1[CH3:8].Cl.[NH2:17][OH:18].[CH3:19][OH:20].N1C=C[CH:24]=[CH:23][CH:22]=1>>[Br:1][C:2]1[CH:3]=[C:4]([C:9]2[CH:19]([OH:20])[C:23]([CH3:24])([CH3:22])[O:18][N:17]=2)[CH:5]=[CH:6][C:7]=1[CH3:8] |f:1.2|. Reported procedure: A mixture of (3-bromo-4-methylphenyl)(3,3-dimethyloxiran-2-yl)methanone (500 mg, 1.85 mmol, 1.0 eq) and hydroxylamine hydrochloride (500 mg, 7.19 mmol, 3.9 eq) in a 5:3 volumetric mixture of methanol and pyridine was heated at gentle reflux for 12 h. The resulting mixture was cooled to room temperature and the solvent was evaporated under vacuum. The residue was taken in water (10 mL) acidified with glacial acetic acid and stirred for 10 min. Ethyl acetate (50 mL) was added to the above mixture ... Starting materials: NC=1C(=C(C(=O)OC)C(=C(C1)F)Br)C (methyl 3-amino-6-bromo-5-fluoro-2-methylbenzoate), N(=O)[O-].[Na+] (sodium nitrite). The solvent is C(C)(=O)O (acetic acid), O (water). Conditions: time 1.5 hour. The product is BrC1=C(C=2C=NNC2C=C1F)C(=O)OC (methyl 5-bromo-6-fluoro-1H-indazole-4-carboxylate). The yield is 50.4%. RXN SMILES: [NH2:1][C:2]1[C:3]([CH3:14])=[C:4]([C:9]([Br:13])=[C:10]([F:12])[CH:11]=1)[C:5]([O:7][CH3:8])=[O:6].[N:15]([O-])=O.[Na+]>C(O)(=O)C.O>[Br:13][C:9]1[C:10]([F:12])=[CH:11][C:2]2[NH:1][N:15]=[CH:14][C:3]=2[C:4]=1[C:5]([O:7][CH3:8])=[O:6] |f:1.2|. Procedure details: To a solution of methyl 3-amino-6-bromo-5-fluoro-2-methylbenzoate (1.33 g, 5.09 mmol) in acetic acid (25 mL) heated to 50° C. was added a solution of sodium nitrite (369 mg, 5.34 mmol) in water (1 mL), and the mixture was stirred for 1.5 hr and concentrated under reduced pressure. The residue was diluted with ethyl acetate, washed with saturated aqueous sodium hydrogen carbonate solution and saturated brine, and dried over anhydrous sodium sulfate. The solvent was evaporated under reduced pressu... Starting materials: CC(=O)O, ClCC1COc2ccccc2O1, O, O=[N+]([O-])O. Yields the product O=[N+]([O-])c1ccc2c(c1)OC(CCl)CO2. RXN SMILES: [CH3:17][C:18](=[O:19])[OH:20].[Cl:1][CH2:2][CH:3]1[CH2:4][O:5][c:6]2[c:7]([cH:9][cH:10][cH:11][cH:12]2)[O:8]1.[OH2:21].[OH:13][N+:14]([O-:15])=[O:16]>>[Cl:1][CH2:2][CH:3]1[CH2:4][O:5][c:6]2[c:7]([cH:9][c:10]([N+:14](=[O:13])[O-:15])[cH:11][cH:12]2)[O:8]1.